From a dataset of the Open Reaction Database (ORD), a public repository of structured organic reaction records. describe an organic reaction: reactants, conditions, products, and yield Reactants: C[Si](C)(C)C#CC=NO, O=C1CCC(=O)N1Cl, CN(C)C=O, O. Yields the product C[Si](C)(C)C#CC(Cl)=NO. Reaction SMILES: [CH3:1][Si:2]([C:3]#[C:4][CH:5]=[N:6][OH:7])([CH3:8])[CH3:9].[Cl:10][N:11]1[C:12](=[O:13])[CH2:14][CH2:15][C:16]1=[O:17].[O:19]=[CH:20][N:21]([CH3:22])[CH3:23].[OH2:18]>>[CH3:1][Si:2]([C:3]#[C:4][C:5](=[N:6][OH:7])[Cl:10])([CH3:8])[CH3:9]. Starting materials: S(O)(O)(=O)=O (sulfuric acid), OS(=O)(=O)O.O=S(=O)=O (oleum), NC1=CC=C(C=C1)C (p-toluidine), fused p-toluidine, S(O)(O)(=O)=O (sulfuric acid), ice water. Conditions: time 30 minute. Product: 248, CC1=C(C=C(N)C=C1)S(=O)(=O)O (4-methylaniline-3-sulfonic acid). Yield: 70.0%. RXN SMILES: [S:1](=[O:5])(=O)([OH:3])[OH:2].[NH2:6][C:7]1[CH:12]=[CH:11][C:10]([CH3:13])=[CH:9][CH:8]=1.OS(O)(=O)=O.O=S(=O)=O>>[CH3:13][C:10]1[CH:11]=[CH:12][C:7]([NH2:6])=[CH:8][C:9]=1[S:1]([OH:3])(=[O:5])=[O:2] |f:2.3|. Procedure: 107 parts of fused p-toluidine are added dropwise over 30 minutes to 183 parts of 100% sulfuric acid, while keeping the temperature at 75°-80° C. After stirring for 15 minutes the p-toluidine is completely dissolved. This sulfuric acid solution is then run into 260 parts of 66% oleum over 30 minutes, while keeping the temperature at 40°-50° C. by cooling with an ice bath. Stirring is continued for 30 minutes at 45°-50° C., after which time no more educt can be detected by HPLC. The batch is pour...